Dataset: the Open Reaction Database (ORD), a public repository of structured organic reaction records. Task: describe an organic reaction: reactants, conditions, products, and yield As a reaction SMILES: [C:1](#[N:2])[c:3]1[cH:4][c:5]([CH:24]([C:25](=[O:26])[O:27][CH2:28][CH3:29])[CH2:30][CH:31]([CH3:32])[CH3:33])[cH:6][c:7](-[c:14]2[cH:15][cH:16][c:17]([C:20]([F:21])([F:22])[F:23])[cH:18][cH:19]2)[c:8]1[O:9][CH2:10][CH:11]1[CH2:12][CH2:13]1.[CH2:40]1[O:41][CH2:42][CH2:43][CH2:44]1.[CH3:34][OH:35].[Li+:38].[OH-:37].[OH2:36].[OH2:39]>>[C:1](#[N:2])[c:3]1[cH:4][c:5]([CH:24]([C:25](=[O:26])[OH:27])[CH2:30][CH:31]([CH3:32])[CH3:33])[cH:6][c:7](-[c:14]2[cH:15][cH:16][c:17]([C:20]([F:21])([F:22])[F:23])[cH:18][cH:19]2)[c:8]1[O:9][CH2:10][CH:11]1[CH2:12][CH2:13]1. Yields the product CC(C)CC(C(=O)O)c1cc(C#N)c(OCC2CC2)c(-c2ccc(C(F)(F)F)cc2)c1. Reactants: CCOC(=O)C(CC(C)C)c1cc(C#N)c(OCC2CC2)c(-c2ccc(C(F)(F)F)cc2)c1, C1CCOC1, CO, [Li+], [OH-], O, O. Starting materials: C(C)OC(C(C1=CC=CC=C1)(F)F)=O (difluoro-2-phenyl acetic acid ethyl ester), [BH4-].[Na+] (sodium borohydride). Isolated yield 97.8%. Conditions: time 8 hour. The product is FC(CO)(C1=CC=CC=C1)F (2,2-Difluoro-2-phenyl-ethanol). RXN SMILES: C([O:3][C:4](=O)[C:5]([F:13])([F:12])[C:6]1[CH:11]=[CH:10][CH:9]=[CH:8][CH:7]=1)C.[BH4-].[Na+]>C(O)C>[F:12][C:5]([F:13])([C:6]1[CH:7]=[CH:8][CH:9]=[CH:10][CH:11]=1)[CH2:4][OH:3] |f:1.2|. Reported procedure: A stirred mixture of 2.2 g of difluoro-2-phenyl acetic acid ethyl ester (W. J. Middleton, E. M. Bingham, J. Org. Chem., 45, 2883-2887 (1980)), and 0.6 g of sodium borohydride in 75 mL of ethanol was kept at room temperature overnight, concentrated to near dryness under reduced pressure carefully acidified with 20 mL of 5% HCl and extracted into 3×50 mL of dichloromethane. The combined extracts were dried over magnesium sulfate and concentrated under reduced pressure. Drying under vacuum gave 1.7... Run in C(C)O (ethanol). Reactants: CO, COCCOCCn1ccc2c(Cl)ncnc21, C#Cc1cccc(N)c1. The product is C#Cc1cccc(Nc2ncnc3c2ccn3CCOCCOC)c1. Reaction SMILES: [CH3:27][OH:28].[Cl:1][c:2]1[c:3]2[c:4]([n:5][cH:6][n:7]1)[n:8]([CH2:11][CH2:12][O:13][CH2:14][CH2:15][O:16][CH3:17])[cH:9][cH:10]2.[NH2:18][c:19]1[cH:20][c:21]([C:25]#[CH:26])[cH:22][cH:23][cH:24]1>>[c:2]1([NH:18][c:19]2[cH:20][c:21]([C:25]#[CH:26])[cH:22][cH:23][cH:24]2)[c:3]2[c:4]([n:5][cH:6][n:7]1)[n:8]([CH2:11][CH2:12][O:13][CH2:14][CH2:15][O:16][CH3:17])[cH:9][cH:10]2.